This data is from the Open Reaction Database (ORD), a public repository of structured organic reaction records. The task is: describe an organic reaction: reactants, conditions, products, and yield The reactants are solid, BrC1=CC(=CC=2C=C3N(C12)CCNC3=O)C#N (6-bromo-1-oxo-1,2,3,4-tetrahydro-pyrazino[1,2-a]indole-8-carbonitrile), BrC1=CC(=CC=2C=C3N(C12)CCNC3=O)C#N (6-bromo-1-oxo-1,2,3,4-tetrahydro-pyrazino[1,2-a]indole-8-carbonitrile), FC1=C(C=C(C=C1)B(O)O)C (4-fluoro-3-methyl-phenylboronic acid). The product is FC1=C(C=C(C=C1)C1=CC(=CC=2C=C3N(C12)CCNC3=O)C#N)C (6-(4-Fluoro-3-methylphenyl)-1-oxo-3,4-dihydro-2H-pyrazino[1,2-a]indole-8-carbonitrile). Reaction SMILES: Br[C:2]1[C:10]2[N:9]3[CH2:11][CH2:12][NH:13][C:14](=[O:15])[C:8]3=[CH:7][C:6]=2[CH:5]=[C:4]([C:16]#[N:17])[CH:3]=1.[F:18][C:19]1[CH:24]=[CH:23][C:22](B(O)O)=[CH:21][C:20]=1[CH3:28]>>[F:18][C:19]1[CH:24]=[CH:23][C:22]([C:2]2[C:10]3[N:9]4[CH2:11][CH2:12][NH:13][C:14](=[O:15])[C:8]4=[CH:7][C:6]=3[CH:5]=[C:4]([C:16]#[N:17])[CH:3]=2)=[CH:21][C:20]=1[CH3:28]. Procedure: The title compound, off-white solid (69 mg, 86%), MS (ISN) m/z=320.4 [(M+H)+], mp 290° C., was prepared in accordance with the general method of example 1 from 6-bromo-1-oxo-1,2,3,4-tetrahydro-pyrazino[1,2-a]indole-8-carbonitrile (intermediate 15) (72.5 mg, 0.25 mmol) and commercially available 4-fluoro-3-methyl-phenylboronic acid (50.0 mg, 0.325 mmol).